Task: describe an organic reaction: reactants, conditions, products, and yield. Dataset: the Open Reaction Database (ORD), a public repository of structured organic reaction records Starting materials: CCOC(=O)C1=CCCN(CC2=Cc3ccc(OC)cc32)C1, [H-], [Na+], C1CCOC1, OCc1ccccc1. The product is CCOC(=O)C1CN(CC2=Cc3ccc(OC)cc32)CCC1OCc1ccccc1. Reaction SMILES: [CH2:11]([CH3:12])[O:13][C:14](=[O:15])[C:16]1=[CH:21][CH2:20][CH2:19][N:18]([CH2:22][C:23]2=[CH:24][c:25]3[c:26]2[cH:27][c:28]([O:31][CH3:32])[cH:29][cH:30]3)[CH2:17]1.[H-:9].[Na+:10].[O:33]1[CH2:34][CH2:35][CH2:36][CH2:37]1.[OH:1][CH2:2][c:3]1[cH:4][cH:5][cH:6][cH:7][cH:8]1>>[O:1]([CH2:2][c:3]1[cH:4][cH:5][cH:6][cH:7][cH:8]1)[CH:21]1[CH:16]([C:14]([O:13][CH2:11][CH3:12])=[O:15])[CH2:17][N:18]([CH2:22][C:23]2=[CH:24][c:25]3[c:26]2[cH:27][c:28]([O:31][CH3:32])[cH:29][cH:30]3)[CH2:19][CH2:20]1. Starting materials: BrC=1C=C(C=2N(C1)N=CC2)OC (6-bromo-4-methoxypyrazolo[1,5-a]pyridine), F[B-](F)(F)F.C(C)(C)(C)[PH+](C(C)(C)C)C(C)(C)C (tri-t-butylphosphonium tetrafluoroborate), CN1N=CC(=C1)B1OC(C(O1)(C)C)(C)C (1-methyl-4-(4,4,5,5-tetramethyl-1,3,2-dioxaborolan-2-yl)-1H-pyrazole), [F-].[K+] (potassium fluoride). The reagents and catalysts are C=1C=CC(=CC1)/C=C/C(=O)/C=C/C2=CC=CC=C2.C=1C=CC(=CC1)/C=C/C(=O)/C=C/C2=CC=CC=C2.C=1C=CC(=CC1)/C=C/C(=O)/C=C/C2=CC=CC=C2.[Pd].[Pd] (tris(dibenzylideneacetone)dipalladium). Solvent: CN(C)C=O (DMF). Conditions: temperature 100 celsius, time 2.5 hour. The product is COC=1C=2N(C=C(C1)C=1C=NN(C1)C)N=CC2 (4-methoxy-6-(1-methyl-1H-pyrazol-4-yl)pyrazolo[1,5-a]pyridine). Reaction SMILES: Br[C:2]1[CH:3]=[C:4]([O:11][CH3:12])[C:5]2[N:6]([N:8]=[CH:9][CH:10]=2)[CH:7]=1.[CH3:13][N:14]1[CH:18]=[C:17](B2OC(C)(C)C(C)(C)O2)[CH:16]=[N:15]1.[F-].[K+].F[B-](F)(F)F.C([PH+](C(C)(C)C)C(C)(C)C)(C)(C)C>CN(C=O)C.C1C=CC(/C=C/C(/C=C/C2C=CC=CC=2)=O)=CC=1.C1C=CC(/C=C/C(/C=C/C2C=CC=CC=2)=O)=CC=1.C1C=CC(/C=C/C(/C=C/C2C=CC=CC=2)=O)=CC=1.[Pd].[Pd]>[CH3:12][O:11][C:4]1[C:5]2[N:6]([N:8]=[CH:9][CH:10]=2)[CH:7]=[C:2]([C:17]2[CH:16]=[N:15][N:14]([CH3:13])[CH:18]=2)[CH:3]=1 |f:2.3,4.5,7.8.9.10.11|. Procedure: 6-bromo-4-methoxypyrazolo[1,5-a]pyridine (500 mg, 2.20 mmol), 1-methyl-4-(4,4,5,5-tetramethyl-1,3,2-dioxaborolan-2-yl)-1H-pyrazole (916 mg, 4.40 mmol), tris(dibenzylideneacetone)dipalladium (0) (101 mg, 0.110 mmol), potassium fluoride (422 mg, 7.27 mmol), and tri-t-butylphosphonium tetrafluoroborate (63.9 mg, 0.220 mmol) were suspended in DMF (22 ml), sparged with argon for 10 minutes, then heated to 100° C. After 2.5 h, the mixture was cooled to ambient temperature, diluted in ethyl acetate, wa... The reactants are C1(CCCCC1)O (cyclohexyl alcohol), C1(=CC=C(C=C1)S(=O)(=O)Cl)C (p-toluenesulfonyl chloride), ice water. Solvent: N1=CC=CC=C1 (pyridine). Conditions: time 8 hour. Yields the product C1(=CC=C(C=C1)S(=O)(=O)OC1CCCCC1)C (cyclohexyl p-toluenesulfonate). Yield: 99.0%. Reaction SMILES: [CH:1]1([OH:7])[CH2:6][CH2:5][CH2:4][CH2:3][CH2:2]1.[C:8]1([CH3:18])[CH:13]=[CH:12][C:11]([S:14](Cl)(=[O:16])=[O:15])=[CH:10][CH:9]=1>N1C=CC=CC=1>[C:8]1([CH3:18])[CH:13]=[CH:12][C:11]([S:14]([O:7][CH:1]2[CH2:6][CH2:5][CH2:4][CH2:3][CH2:2]2)(=[O:16])=[O:15])=[CH:10][CH:9]=1. Procedure: A round-bottomed flask (100 cc) was charged with cyclohexyl alcohol (5.01 9, 50.0 mmol) and p-toluenesulfonyl chloride (10.6 g, 55.6 mmol), followed by the addition of pyridine (20 mL) under ice cooling to form a solution. The solution was stirred for 8 h as it was warmed gradually to room temperature. After completion of the reaction, the reaction mixture was poured into ice water and stirred thoroughly. Following extraction with ether (50 mL×2), the organic layers were washed with 2N HCl, wate... Reactants: FC1=CC=C(C=C1)C=1N=C2N(C=CN=C2OC(C)C)C1 (2-(4-fluorophenyl)-8-isopropoxyimidazo[1,2-a]pyrazine), IC1=NC(=NC=C1)SC (4-iodo-2-(methylthio)pyrimidine), C(=O)([O-])[O-].[Cs+].[Cs+] (Cs2CO3), C1=CC=C(C=C1)P(C2=CC=CC=C2)C3=CC=CC=C3 (PPh3). Reagents/catalysts: CC(=O)[O-].CC(=O)[O-].[Pd+2] (Pd(OAc)2). Solvent: CN(C)C=O (DMF). Conditions: temperature 100 celsius. Product: FC1=CC=C(C=C1)C=1N=C2N(C=CN=C2OC(C)C)C1C1=NC(=NC=C1)SC (2-(4-Fluorophenyl)-8-isopropoxy-3-(2-methylsulfanylpyrimidin-4-yl)-imidazo[1,2-a]pyrazine). Yield: 51.1%. Reaction SMILES: [F:1][C:2]1[CH:7]=[CH:6][C:5]([C:8]2[N:9]=[C:10]3[C:15]([O:16][CH:17]([CH3:19])[CH3:18])=[N:14][CH:13]=[CH:12][N:11]3[CH:20]=2)=[CH:4][CH:3]=1.I[C:22]1[CH:27]=[CH:26][N:25]=[C:24]([S:28][CH3:29])[N:23]=1.C([O-])([O-])=O.[Cs+].[Cs+].C1C=CC(P(C2C=CC=CC=2)C2C=CC=CC=2)=CC=1>CN(C=O)C.CC([O-])=O.CC([O-])=O.[Pd+2]>[F:1][C:2]1[CH:3]=[CH:4][C:5]([C:8]2[N:9]=[C:10]3[C:15]([O:16][CH:17]([CH3:18])[CH3:19])=[N:14][CH:13]=[CH:12][N:11]3[C:20]=2[C:22]2[CH:27]=[CH:26][N:25]=[C:24]([S:28][CH3:29])[N:23]=2)=[CH:6][CH:7]=1 |f:2.3.4,7.8.9|. Reported procedure: Pd(OAc)2 (0.233 g, 1 mmol) was added to a degassed mixture of 2-(4-fluorophenyl)-8-isopropoxyimidazo[1,2-a]pyrazine (1.43 g, 5.2 mmol), 4-iodo-2-(methylthio)pyrimidine (Frontier, 1.96 g, 7.8 mmol), Cs2CO3 (2.57 g, 7.8 mmol) and PPh3 (0.54 g, 2 mmol) in DMF (6 mL). The resulting reaction mixture was heated at about 100° C. for about 4 h, cooled to ambient temperature, and partitioned between EtOAc and brine. The organic layer was separated, dried over MgSO4, filtered, and evaporated. The crude ma... Reactants: NC(=O)C1(CC1)C1=CC=C(C=C1)C1=CC=C(C=C1)[C@@H](C(F)F)N[C@@H](CC(C)(C)F)C(=O)NC1(CC1)C#N (N2-((1S)-1-{4′-[1-(aminocarbonyl)cyclopropyl]biphenyl-4-yl}-2,2-difluoroethyl)-N1-(1-cyanocyclopropyl)-4-fluoro-L-leucinamide), CS(=O)(=O)O (methanesulfonic acid), C(C)(C)(C)OC (methyl t-butyl ether). Solvent: C1CCOC1 (THF). The product is CS(=O)(=O)[O-].NC(=O)C1(CC1)C1=CC=C(C=C1)C1=CC=C(C=C1)[C@@H](C(F)F)[NH2+][C@H](C(=O)NC1(CC1)C#N)CC(C)(C)F ((2S)-N-((1S)-1-{4′-[1-(aminocarbonyl)cyclopropyl]biphenyl-4-yl}-2,2-difluoroethyl)-1-[(1-cyanocyclopropyl)amino]-4-fluoro-4-methyl-1-oxopentan-2-aminium methanesulfonate). Reaction SMILES: [NH2:1][C:2]([C:4]1([C:7]2[CH:12]=[CH:11][C:10]([C:13]3[CH:18]=[CH:17][C:16]([C@H:19]([NH:23][C@H:24]([C:30]([NH:32][C:33]4([C:36]#[N:37])[CH2:35][CH2:34]4)=[O:31])[CH2:25][C:26]([F:29])([CH3:28])[CH3:27])[CH:20]([F:22])[F:21])=[CH:15][CH:14]=3)=[CH:9][CH:8]=2)[CH2:6][CH2:5]1)=[O:3].[CH3:38][S:39]([OH:42])(=[O:41])=[O:40].C(OC)(C)(C)C>C1COCC1>[CH3:38][S:39]([O-:42])(=[O:41])=[O:40].[NH2:1][C:2]([C:4]1([C:7]2[CH:12]=[CH:11][C:10]([C:13]3[CH:18]=[CH:17][C:16]([C@H:19]([NH2+:23][C@@H:24]([CH2:25][C:26]([F:29])([CH3:27])[CH3:28])[C:30]([NH:32][C:33]4([C:36]#[N:37])[CH2:35][CH2:34]4)=[O:31])[CH:20]([F:22])[F:21])=[CH:15][CH:14]=3)=[CH:9][CH:8]=2)[CH2:6][CH2:5]1)=[O:3] |f:4.5|. Procedure: To a solution of N2-((1S)-1-{4′-[1-(aminocarbonyl)cyclopropyl]biphenyl-4-yl}-2,2-difluoroethyl)-N1-(1-cyanocyclopropyl)-4-fluoro-L-leucinamide (112 mg, 0.219 mmol) in THF (8 mL) was added 0.21 mL of methanesulfonic acid (1M solution in dichloromethane) followed by methyl t-butyl ether (2 mL). Seed crystals were added and the mixture was allowed to stand until a crystal bed had formed. The solvent was removed and the solid was suspended in methyl t-buty ether and heated to reflux overnight. Coole... Starting materials: C(C)(C)(C)OC(CCN1CC(OCC1)C1=CC=C(C=C1)O)=O (3-[2-(4-hydroxy-phenyl)-morpholin-4-yl]-propionic acid tert-butyl ester), C(C)N(C(C)C)C(C)C (N-ethyldiisopropylamine), ClC1=C(C(=O)Cl)C(=CC=C1)Cl (2,6-dichlorobenzoyl chloride). The solvent is CC#N (CH3CN). Reaction conditions: time 2 day. The product is C(C)(C)(C)OC(=O)CCN1CC(OCC1)C1=CC=C(C=C1)OC(C1=C(C=CC=C1Cl)Cl)=O (2,6-dichloro-benzoic acid 4-[4-(2-tert-butoxycarbonyl-ethyl)-morpholin-2-yl]-phenyl ester). Isolated yield 83.6%. RXN SMILES: [C:1]([O:5][C:6](=[O:22])[CH2:7][CH2:8][N:9]1[CH2:14][CH2:13][O:12][CH:11]([C:15]2[CH:20]=[CH:19][C:18]([OH:21])=[CH:17][CH:16]=2)[CH2:10]1)([CH3:4])([CH3:3])[CH3:2].C(N(C(C)C)C(C)C)C.[Cl:32][C:33]1[CH:41]=[CH:40][CH:39]=[C:38]([Cl:42])[C:34]=1[C:35](Cl)=[O:36]>CC#N>[C:1]([O:5][C:6]([CH2:7][CH2:8][N:9]1[CH2:14][CH2:13][O:12][CH:11]([C:15]2[CH:16]=[CH:17][C:18]([O:21][C:35](=[O:36])[C:34]3[C:33]([Cl:32])=[CH:41][CH:40]=[CH:39][C:38]=3[Cl:42])=[CH:19][CH:20]=2)[CH2:10]1)=[O:22])([CH3:4])([CH3:2])[CH3:3]. Reported procedure: To a solution of 3-[2-(4-hydroxy-phenyl)-morpholin-4-yl]-propionic acid tert-butyl ester (0.39 g; 1.27 mmol) and N-ethyldiisopropylamine (0.65 mL, 3.81 mmol) in CH3CN (5 mL) was added 2,6-dichlorobenzoyl chloride (0.44 ml; 3.0 mmol), at 0° C. Subsequently, the mixture was allowed to warm to RT and was stirred for 2 days at roomtemperature. The resulting mixture was partitioned between Et2O and 5% aqueous NaHCO3 solution. The layers were separated and the organic layer was dried (Na2SO4), filtere... The reactants are ClC1=CC(=NC(=N1)N1CCOCC1)C1=CC=C(C=C1)NC(=O)NCC (1-(4-(6-chloro-2-morpholinopyrimidin-4-yl)phenyl)-3-ethylurea), CS(=O)(=O)C1=C(C=CC=C1)B(O)O ((2-methylsulfonylphenyl)boronic acid). Product: C(C)NC(=O)NC1=CC=C(C=C1)C1=NC(=NC(=C1)C1=C(C=CC=C1)S(=O)(=O)C)N1CCOCC1 (1-ethyl-3-(4-(6-(2-(methylsulfonyl)phenyl)-2-morpholinopyrimidin-4-yl)phenyl)urea). Isolated yield 10.0%. As a reaction SMILES: Cl[C:2]1[N:7]=[C:6]([N:8]2[CH2:13][CH2:12][O:11][CH2:10][CH2:9]2)[N:5]=[C:4]([C:14]2[CH:19]=[CH:18][C:17]([NH:20][C:21]([NH:23][CH2:24][CH3:25])=[O:22])=[CH:16][CH:15]=2)[CH:3]=1.[CH3:26][S:27]([C:30]1[CH:35]=[CH:34][CH:33]=[CH:32][C:31]=1B(O)O)(=[O:29])=[O:28]>>[CH2:24]([NH:23][C:21]([NH:20][C:17]1[CH:18]=[CH:19][C:14]([C:4]2[CH:3]=[C:2]([C:31]3[CH:32]=[CH:33][CH:34]=[CH:35][C:30]=3[S:27]([CH3:26])(=[O:29])=[O:28])[N:7]=[C:6]([N:8]3[CH2:13][CH2:12][O:11][CH2:10][CH2:9]3)[N:5]=2)=[CH:15][CH:16]=1)=[O:22])[CH3:25]. Procedure: Method as described for Example 8 using 1-(4-(6-chloro-2-morpholinopyrimidin-4-yl)phenyl)-3-ethylurea and (2-methylsulfonylphenyl)boronic acid. The reaction mixture was concentrated in vacuo, and the residue dissolved in DMSO, filtered and purified by prep HPLC (low pH) to afford a white solid (13.2 mg, 10%). Starting materials: C(=C)B1OC(C)(C)C(C)(C)O1 (vinylboronic acid pinacol ester), C(C1=CC=CC=C1)OC(=O)NC=1C(=NC2=CC(=C(C=C2C1)F)Br)C(=O)OCC (ethyl 3-{[(benzyloxy)carbonyl]amino}-7-bromo-6-fluoroquinoline-2-carboxylate), [O-]P(=O)([O-])[O-].[K+].[K+].[K+] (K3PO4), CC(=O)O (AcOH), Teflon. Reagents/catalysts: CC(C)C1=CC(=C(C(=C1)C(C)C)C2=CC(=CC=C2)P(C3CCCCC3)C4CCCCC4)C(C)C.C1=CC=C([C-]=C1)C2=CC=CC=C2N.Cl[Pd+] (chloro(2-dicyclohexylphosphino-2′,4′,6′-triisopropyl-1,1′-biphenyl)[2-(2′-amino-1,1′-biphenyl)]palladium(II)). Solvent: O1CCOCC1 (1,4-dioxane). Reaction conditions: temperature 90 celsius. Yields the product C(C1=CC=CC=C1)OC(=O)NC=1C(=NC2=CC(=C(C=C2C1)F)C=C)C(=O)O (3-{[(Benzyloxy)carbonyl]amino}-6-fluoro-7-vinylquinoline-2-carboxylic acid). Isolated yield 74.0%. As a reaction SMILES: [CH2:1]([O:8][C:9]([NH:11][C:12]1[C:13]([C:24]([O:26]CC)=[O:25])=[N:14][C:15]2[C:20]([CH:21]=1)=[CH:19][C:18]([F:22])=[C:17](Br)[CH:16]=2)=[O:10])[C:2]1[CH:7]=[CH:6][CH:5]=[CH:4][CH:3]=1.[O-]P([O-])([O-])=O.[K+].[K+].[K+].[CH:37](B1OC(C)(C)C(C)(C)O1)=[CH2:38].CC(O)=O>O1CCOCC1.CC(C1C=C(C(C)C)C(C2C=CC=C(P(C3CCCCC3)C3CCCCC3)C=2)=C(C(C)C)C=1)C.C1C=[C-]C(C2C(N)=CC=CC=2)=CC=1.Cl[Pd+]>[CH2:1]([O:8][C:9]([NH:11][C:12]1[C:13]([C:24]([OH:26])=[O:25])=[N:14][C:15]2[C:20]([CH:21]=1)=[CH:19][C:18]([F:22])=[C:17]([CH:37]=[CH2:38])[CH:16]=2)=[O:10])[C:2]1[CH:3]=[CH:4][CH:5]=[CH:6][CH:7]=1 |f:1.2.3.4,8.9.10|. Reported procedure: To a screw-cap vial equipped with a magnetic stir bar, ethyl 3-{[(benzyloxy)carbonyl]amino}-7-bromo-6-fluoroquinoline-2-carboxylate (252.8 mg, 0.5652 mmol), chloro(2-dicyclohexylphosphino-2′,4′,6′-triisopropyl-1,1′-biphenyl)[2-(2′-amino-1,1′-biphenyl)]palladium(II) (Aldrich, 22.8 mg, 0.0289 mmol) and K3PO4 (392.6 mg, 1.850 mmol) were added. The vial was sealed with a Teflon®-lined septum, and was then evacuated and backfilled with nitrogen three times. A solution of vinylboronic acid pinacol est... Starting materials: COc1c(C(=O)c2cccc(Cl)c2)c(C)nc2c1cnn2Cc1ccco1, O=P(O)(O)O. Product: COc1c(C(=O)c2cccc(Cl)c2)c(C)nc2[nH]ncc12. As a reaction SMILES: [Cl:1][c:2]1[cH:3][c:4]([C:5](=[O:6])[c:7]2[c:8]([O:23][CH3:24])[c:9]3[c:10]([n:11][c:12]2[CH3:13])[n:14]([CH2:17][c:18]2[o:19][cH:20][cH:21][cH:22]2)[n:15][cH:16]3)[cH:25][cH:26][cH:27]1.[P:28](=[O:29])([OH:30])([OH:31])[OH:32]>>[Cl:1][c:2]1[cH:3][c:4]([C:5](=[O:6])[c:7]2[c:8]([O:23][CH3:24])[c:9]3[c:10]([n:11][c:12]2[CH3:13])[nH:14][n:15][cH:16]3)[cH:25][cH:26][cH:27]1.